Dataset: the Open Reaction Database (ORD), a public repository of structured organic reaction records. Task: describe an organic reaction: reactants, conditions, products, and yield Reactants: NN1C(C2=CC=CC=C2C(=N1)C(F)(F)F)=O (2-amino-4-(trifluoromethyl)phthalazin-1(2H)-one), CS(=O)(=O)C1=CC=C(C=C1)CC(=O)O (2-[4-(methylsulfonyl)phenyl]acetic acid). Yields the product CS(=O)(=O)C1=CC=C(C=C1)CC(=O)NN1C(C2=CC=CC=C2C(=N1)C(F)(F)F)=O (2-[4-(methylsulfonyl)phenyl]-N-[1-oxo-4-(trifluoromethyl)phthalazin-2(1H)-yl]acetamide). RXN SMILES: [NH2:1][N:2]1[N:11]=[C:10]([C:12]([F:15])([F:14])[F:13])[C:9]2[C:4](=[CH:5][CH:6]=[CH:7][CH:8]=2)[C:3]1=[O:16].[CH3:17][S:18]([C:21]1[CH:26]=[CH:25][C:24]([CH2:27][C:28](O)=[O:29])=[CH:23][CH:22]=1)(=[O:20])=[O:19]>>[CH3:17][S:18]([C:21]1[CH:26]=[CH:25][C:24]([CH2:27][C:28]([NH:1][N:2]2[N:11]=[C:10]([C:12]([F:15])([F:13])[F:14])[C:9]3[C:4](=[CH:5][CH:6]=[CH:7][CH:8]=3)[C:3]2=[O:16])=[O:29])=[CH:23][CH:22]=1)(=[O:19])=[O:20]. Reported procedure: The product from Example 11B and 2-[4-(methylsulfonyl)phenyl]acetic acid were treated as in Example 57 to give the title compound. 1H NMR (500 MHz, DMSO-d6/Deuterium Oxide) δ ppm 8.40-8.45 (m, 1H), 8.13-8.17 (m, 1H), 8.02-8.09 (m, 2H), 7.92-7.94 (m, 2H), 7.65-7.68 (m, 2H), 3.90 (s, 2H), 3.21 (s, 3H); MS (ESI−) M/Z 424 (M−H)−. Reactants: NC1=NC=C(C=C1)Br (2-amino-5-bromopyridine), ClC1=CC=C(C=C1)B(O)O (4-chlorophenylboronic acid). Product: ClC1=CC=C(C=C1)C=1C=CC(=NC1)N (5-(4-chloro-phenyl)-pyridin-2-ylamine). RXN SMILES: [NH2:1][C:2]1[CH:7]=[CH:6][C:5](Br)=[CH:4][N:3]=1.[Cl:9][C:10]1[CH:15]=[CH:14][C:13](B(O)O)=[CH:12][CH:11]=1>>[Cl:9][C:10]1[CH:15]=[CH:14][C:13]([C:5]2[CH:6]=[CH:7][C:2]([NH2:1])=[N:3][CH:4]=2)=[CH:12][CH:11]=1. Procedure: Prepared from commercially available 2-amino-5-bromopyridine (8.65 g, 50 mmol) and commercially available 4-chlorophenylboronic acid (12.08 g, 77 mmol) as described in example C.20 step 2. Obtained the crude 5-(4-chloro-phenyl)-pyridin-2-ylamine as an orange solid (89% pure). The reactants are CC(C)(C)C(=O)Oc2ccc1ccccc1c2 (substrate), Cc1ccc([Mg]Br)cc1 (effective_coupling_partner). The reagents and catalysts are ItBu. Run at temperature 60 celsius, time 24 hour. The product is Cc3ccc(c2ccc1ccccc1c2)cc3. The reactants are CC=1OC2=C(C=CC=C2C(C1)=O)C=C(C(=O)C1=CC=CC=C1)C(C)=O (2-[(2-methyl-4-oxo-4H-chromen-8-yl)methylene]-1-phenylbutane-1,3-dione), N\C(=C/C(=O)OCC)\C (ethyl 3-aminocrotonate). Run in C(C)O (ethanol). The product is C(C1=CC=CC=C1)(=O)C=1C(C(=C(NC1C)C)C(=O)OCC)C=1C=CC=C2C(C=C(OC12)C)=O (Ethyl 5-benzoyl-2,6-dimethyl-4-(2-methyl-4-oxo-4H-chromen-8-yl)-1,4-dihydropyridine-3-carboxylate). RXN SMILES: [CH3:1][C:2]1[O:3][C:4]2[C:9]([C:10](=[O:12])[CH:11]=1)=[CH:8][CH:7]=[CH:6][C:5]=2[CH:13]=[C:14]([C:23](=O)[CH3:24])[C:15]([C:17]1[CH:22]=[CH:21][CH:20]=[CH:19][CH:18]=1)=[O:16].[NH2:26]/[C:27](/[CH3:34])=[CH:28]\[C:29]([O:31][CH2:32][CH3:33])=[O:30]>C(O)C>[C:15]([C:14]1[CH:13]([C:5]2[CH:6]=[CH:7][CH:8]=[C:9]3[C:4]=2[O:3][C:2]([CH3:1])=[CH:11][C:10]3=[O:12])[C:28]([C:29]([O:31][CH2:32][CH3:33])=[O:30])=[C:27]([CH3:34])[NH:26][C:23]=1[CH3:24])(=[O:16])[C:17]1[CH:18]=[CH:19][CH:20]=[CH:21][CH:22]=1. Procedure: 353 mg (1.06 mmol) of 2-[(2-methyl-4-oxo-4H-chromen-8-yl)methylene]-1-phenylbutane-1,3-dione are dissolved with 137 mg (1.06 mmol) of ethyl 3-aminocrotonate in 5 ml of ethanol and heated under reflux under argon for 24 h. The reaction solution is purified by preparative HPLC. Concentration of the product fractions and crystallization from ethyl acetate result in 245 mg (52% of theory) of the title compound as a yellow solid.